This data is from the Open Reaction Database (ORD), a public repository of structured organic reaction records. The task is: describe an organic reaction: reactants, conditions, products, and yield The reactants are NC1=CC(=C(C=C1)N1C[C@@H]2CNC[C@@H]2C1)F (cis-3-(4-Amino-2-fluorophenyl]-3,7-diazabicyclo[3.3.0]octane), ClC(=O)OCC1=CC=CC=C1 (benzyl chloroformate), O (water), C([O-])([O-])=O.[K+].[K+] (potassium carbonate). Solvent: CC(=O)C (acetone). Run at temperature 0 celsius, time 15 hour. Product: C(=O)(OCC1=CC=CC=C1)N1C[C@@H]2CN(C[C@@H]2C1)C1=C(C=C(C=C1)NC(=O)OCC1=CC=CC=C1)F (cis-3-(carbobenzyloxy)-7-[4-[(carbobenzyloxy)amino]-2-fluorophenyl]-3,7-diazabicyclo[3.3.0]octane). As a reaction SMILES: [NH2:1][C:2]1[CH:7]=[CH:6][C:5]([N:8]2[CH2:15][C@@H:14]3[C@@H:10]([CH2:11][NH:12][CH2:13]3)[CH2:9]2)=[C:4]([F:16])[CH:3]=1.O.[C:18](=[O:21])([O-:20])[O-].[K+].[K+].Cl[C:25]([O:27][CH2:28][C:29]1[CH:34]=[CH:33][CH:32]=[CH:31][CH:30]=1)=[O:26]>CC(C)=O>[C:18]([N:12]1[CH2:11][C@@H:10]2[C@@H:14]([CH2:15][N:8]([C:5]3[CH:6]=[CH:7][C:2]([NH:1][C:25]([O:27][CH2:28][C:29]4[CH:34]=[CH:33][CH:32]=[CH:31][CH:30]=4)=[O:26])=[CH:3][C:4]=3[F:16])[CH2:9]2)[CH2:13]1)([O:20][CH2:28][C:29]1[CH:34]=[CH:33][CH:32]=[CH:31][CH:30]=1)=[O:21] |f:2.3.4|. Procedure: cis-3-Benzyl-7-(2-fluoro-4-nitrophenyl)-3,7-diazabicyclo[3.3.0]octane (9.11 g, 26.71 mmol), THF (100 mL), and methanol (50 mL) are combined with 10% palladium on carbon (6.67 g) and ammonium formate (16.83 g, 266.90 mmol) under nitrogen, heated to reflux for 2.5 hours, cooled to ambient temperature, stirred 15 hours, filtered through celite and concentrated in vacuo to give crude cis-3-(4-amino-2-fluorophenyl]-3,7-diazabicyclo[3.3.0]octane. cis-3-(4-Amino-2-fluorophenyl]-3,7-diazabicyclo[3.3.0]o...